Dataset: the Open Reaction Database (ORD), a public repository of structured organic reaction records. Task: describe an organic reaction: reactants, conditions, products, and yield Starting materials: C([O-])(O)=O.[Na+] (sodium bicarbonate), COC1=CC=C(C=C1)CN1C=CC=2C(NC=C(C21)C(=O)OCC)=O (Ethyl 1-{[4-(methyloxy)phenyl]methyl}-4-oxo-4,5-dihydro-1H-pyrrolo[3,2-c]pyridine-7-carboxylate), P(=O)(OC1=CC=CC=C1)(Cl)Cl (phenyl dichlorophosphate), O (water). The solvent is C(C)(=O)OCC (ethyl acetate). The product is ClC1=NC=C(C2=C1C=CN2CC2=CC=C(C=C2)OC)C(=O)OCC (Ethyl 4-chloro-1-{[4-(methyloxy)phenyl]methyl}-1H-pyrrolo[3,2-c]pyridine-7-carboxylate). RXN SMILES: [CH3:1][O:2][C:3]1[CH:8]=[CH:7][C:6]([CH2:9][N:10]2[C:18]3[C:17]([C:19]([O:21][CH2:22][CH3:23])=[O:20])=[CH:16][NH:15][C:14](=O)[C:13]=3[CH:12]=[CH:11]2)=[CH:5][CH:4]=1.P(Cl)([Cl:34])(OC1C=CC=CC=1)=O.O.C(=O)(O)[O-].[Na+]>C(OCC)(=O)C>[Cl:34][C:14]1[C:13]2[CH:12]=[CH:11][N:10]([CH2:9][C:6]3[CH:7]=[CH:8][C:3]([O:2][CH3:1])=[CH:4][CH:5]=3)[C:18]=2[C:17]([C:19]([O:21][CH2:22][CH3:23])=[O:20])=[CH:16][N:15]=1 |f:3.4|. Reported procedure: Ethyl 1-{[4-(methyloxy)phenyl]methyl}-4-oxo-4,5-dihydro-1H-pyrrolo[3,2-c]pyridine-7-carboxylate (2.90 g) and phenyl dichlorophosphate (18 ml) were heated at 180° C. under argon for 30 minutes. The reaction mixture was allowed to cool, poured onto iced water, and neutralised to pH7 using solid sodium bicarbonate. To the reaction mixture was added ethyl acetate and the insoluble material was filtered off. The aqueous was separated and extracted three times with ethyl acetate. The combined organic ... Starting materials: [C@@H]([C@H](C(=O)[O-])O)(C(=O)[O-])O.[Na+].[K+] (Rochelle salt), CC1=CC=CC=2NC(CCSC21)=O (9-methyl-2,3-dihydro-1,5-benzothiazepin-4(5H)-one), [OH-].[Na+] (NaOH), COCCO[AlH2-]OCCOC.[Na+] (Red-Al). The solvent is C(Cl)(Cl)Cl (CHCl3), C1(=CC=CC=C1)C (toluene). Reaction conditions: temperature 85 celsius, time 1 hour. Product: CC1=CC=CC=2NCCCSC21 (9-methyl-2,3,4,5-tetrahydro-1,5-benzothiazepine). Yield: 107.3%. Reaction SMILES: [CH3:1][C:2]1[C:12]2[S:11][CH2:10][CH2:9][C:8](=O)[NH:7][C:6]=2[CH:5]=[CH:4][CH:3]=1.COCCO[AlH2-]OCCOC.[Na+].[OH-].[Na+].[C@H](O)(C([O-])=O)[C@@H](O)C([O-])=O.[Na+].[K+]>C1(C)C=CC=CC=1.C(Cl)(Cl)Cl>[CH3:1][C:2]1[C:12]2[S:11][CH2:10][CH2:9][CH2:8][NH:7][C:6]=2[CH:5]=[CH:4][CH:3]=1 |f:1.2,3.4,5.6.7|. Reported procedure: To a suspension of 9-methyl-2,3-dihydro-1,5-benzothiazepin-4(5H)-one (4:1 regioisomers, 500 mg, 2.6 mmol) in toluene (10 mL) was added dropwise over 3 min Red-Al (65% w. in toluene, 1.6 mL). This solution was heated at 85° C. for 1.5 h. After it was allowed to cool to 23° C., aqueous 1N NaOH solution (2 mL) was added cautiously. Then, CHCl3 (50 mL) and aqueous saturated Rochelle salt solution (50 mL) were added sequentially. This two-phase mixture was stirred vigorously at 23° C. for 1 h. The la...